This data is from the Open Reaction Database (ORD), a public repository of structured organic reaction records. The task is: describe an organic reaction: reactants, conditions, products, and yield Starting materials: FC(C(=O)O)(F)F.FC1=CC=C(C(=C1C#N)C)[C@@H]1CN2[C@H](CO1)CNCC2 (6-Fluoro-2-methyl-3-((3R,9aS)-octahydropyrazino[2,1-c][1,4]oxazin-3-yl)benzonitrile 2,2,2-trifluoroacetate), TEA, C=1C=CC2=C(C1)N=NN2O (HOBT), N1(N=NN=C1)C=1C=CC(=NC1)CC(=O)O (2-(5-(1H-tetrazol-1-yl)pyridin-2-yl)acetic acid), C(CCl)Cl (EDC), [Cl-].[Na+].O.C(=O)(O)[O-].[Na+] (brine NaHCO3). Run in C(Cl)Cl (DCM). Reaction conditions: time 5 minute. Yields the product N1(N=NN=C1)C=1C=CC(=NC1)CC(=O)N1C[C@H]2CO[C@@H](CN2CC1)C=1C(=C(C#N)C(=CC1)F)C (3-((3R,9aS)-8-(2-(5-(1H-tetrazol-1-yl)pyridin-2-yl)acetyl)octahydropyrazino[2,1-c][1,4]oxazin-3-yl)-6-fluoro-2-methylbenzonitrile). Reaction SMILES: FC(F)(F)C(O)=O.[F:8][C:9]1[C:14]([C:15]#[N:16])=[C:13]([CH3:17])[C:12]([C@H:18]2[O:23][CH2:22][C@@H:21]3[CH2:24][NH:25][CH2:26][CH2:27][N:20]3[CH2:19]2)=[CH:11][CH:10]=1.C1C=CC2N(O)N=NC=2C=1.[N:38]1([C:43]2[CH:44]=[CH:45][C:46]([CH2:49][C:50](O)=[O:51])=[N:47][CH:48]=2)[CH:42]=[N:41][N:40]=[N:39]1.C(Cl)CCl.[Cl-].[Na+].O.C([O-])(O)=O.[Na+]>C(Cl)Cl>[N:38]1([C:43]2[CH:44]=[CH:45][C:46]([CH2:49][C:50]([N:25]3[CH2:26][CH2:27][N:20]4[C@H:21]([CH2:22][O:23][C@H:18]([C:12]5[C:13]([CH3:17])=[C:14]([C:9]([F:8])=[CH:10][CH:11]=5)[C:15]#[N:16])[CH2:19]4)[CH2:24]3)=[O:51])=[N:47][CH:48]=2)[CH:42]=[N:41][N:40]=[N:39]1 |f:0.1,5.6.7.8.9|. Procedure details: 6-Fluoro-2-methyl-3-((3R,9aS)-octahydropyrazino[2,1-c][1,4]oxazin-3-yl)benzonitrile 2,2,2-trifluoroacetate (1404 mg, 3.610 mmol) was suspended in DCM (20 mL) then TEA (2.011 ml, 14.43 mmol) was added. The mixture was stirred for 5 min, and then HOBT (828 mg, 5.41 mmol), 2-(5-(1H-tetrazol-1-yl)pyridin-2-yl)acetic acid (740 mg, 3.61 mmol), and EDC (1383 mg, 7.21 mmol) were added and the resulting mixture was stirred for 2 h. The reaction was poured into a brine/NaHCO3 mixture. The DCM layer was se... The reactants are ClC1=C2NC(C(NC2=CC(=C1[N+](=O)[O-])C(F)(F)F)=O)=O (5-chloro-6-nitro-7-trifluoromethyl-1,4-dihydroquinoxaline-2,3-dione), Cl[Sn]Cl (SnCl2). The solvent is CCO (EtOH). Product: NC=1C(=C2NC(C(NC2=CC1C(F)(F)F)=O)=O)Cl (6-Amino-5-chloro-7-trifluoromethyl-1,4-dihydroquinoxaline-2,3-dione). Isolated yield 73.6%. As a reaction SMILES: [Cl:1][C:2]1[C:11]([N+:12]([O-])=O)=[C:10]([C:15]([F:18])([F:17])[F:16])[CH:9]=[C:8]2[C:3]=1[NH:4][C:5](=[O:20])[C:6](=[O:19])[NH:7]2.Cl[Sn]Cl>CCO>[NH2:12][C:11]1[C:2]([Cl:1])=[C:3]2[C:8](=[CH:9][C:10]=1[C:15]([F:17])([F:18])[F:16])[NH:7][C:6](=[O:19])[C:5](=[O:20])[NH:4]2. Reported procedure: A mixture of 5-chloro-6-nitro-7-trifluoromethyl-1,4-dihydroquinoxaline-2,3-dione (230 mg, 0.743 mmol), SnCl2 ·2 H2O (1.90 g, 7.43 mmol) and EtOH (300 mL) was refluxed for 24 h, then rota-evaporated to dryness. The residual solid was washed on a Bursch funnel with water (6×15 mL), and dried to give 153 mg (74%) of the title compound as a yellow powder. Mp>360° C. 1H NMR (DMSO-d6) 11.777 (s, 1H), 11.360 (s, 1H), 7.140 (s, 1H), 5.499 (s, 2H).